The task is: describe an organic reaction: reactants, conditions, products, and yield. This data is from the Open Reaction Database (ORD), a public repository of structured organic reaction records. The reactants are [O-]CC.[Na+] (sodium ethoxide), C(C(=O)OCC)(=O)OCC (diethyl oxalate), NC1=C(C=CC=C1)C(C)=O (1-(2'-aminophenyl)ethanone), [Na] (sodium), C(C)C(C(C(=O)O)=O)C(C1=C(C=CC=C1)N)=O (ethyl (2-aminobenzoyl)pyruvic acid), ice hydrochloric acid. The solvent is C(C)O (ethanol). The product is O=C1C=C(NC2=CC=CC=C12)C(=O)OCC (Ethyl 1,4-dihydro-4-oxo-quinoline-2-carboxylate). The yield is 57.5%. Reaction SMILES: [NH2:1][C:2]1[CH:7]=[CH:6][CH:5]=[CH:4][C:3]=1[C:8](=[O:10])[CH3:9].[O-]CC.[Na+].[C:15](OCC)(=O)[C:16]([O:18][CH2:19][CH3:20])=[O:17].[Na].C(C(C(=O)C1C=CC=CC=1N)C(=O)C(O)=O)C>C(O)C>[O:10]=[C:8]1[C:3]2[C:2](=[CH:7][CH:6]=[CH:5][CH:4]=2)[NH:1][C:15]([C:16]([O:18][CH2:19][CH3:20])=[O:17])=[CH:9]1 |f:1.2,^1:24|. Procedure: 1.35 g (10 mMol) of 1-(2'-aminophenyl)ethanone was heated under reflux with 40 mMol of sodium ethoxide and 40 mMol of diethyl oxalate in 70 ml of ethanol for 21/2 hr. The reaction mixture, which contained the sodium salt of ethyl (2-aminobenzoyl)pyruvic acid was poured into ice/hydrochloric acid and extracted with chloroform. Concentration to dryness and boiling with diethyl ether gave 1.25 g (58%) of the title product, mp 210°-212°. Starting materials: Cl.[C@@H]12OCC(NC1)C2 ((S)-(+)-2-oxa-5-aza-bicyclo[2.2.1]heptane hydrochloride), FC(S(=O)(=O)[O-])(F)F.N1(C=NC=C1)S(=O)(=O)N1C[NH+](C=C1)C (3-(1H-imidazol-1-ylsulfonyl)-1-methyl-1H-imidazolium trifluoromethanesulfonate). Yields the product N1(C=NC=C1)S(=O)(=O)N1[C@@H]2CO[C@H](C1)C2 ((1S,4S)-5-(Imidazole-1-sulfonyl)-2-oxa-5-aza-bicyclo[2.2.1]heptane). RXN SMILES: Cl.[C@H:2]12[CH2:8][CH:5]([NH:6][CH2:7]1)[CH2:4][O:3]2.FC(F)(F)S([O-])(=O)=O.[N:17]1([S:22](N2C=C[NH+](C)C2)(=[O:24])=[O:23])[CH:21]=[CH:20][N:19]=[CH:18]1>>[N:17]1([S:22]([N:6]2[CH2:7][C@@H:2]3[CH2:8][C@H:5]2[CH2:4][O:3]3)(=[O:24])=[O:23])[CH:21]=[CH:20][N:19]=[CH:18]1 |f:0.1,2.3|. Procedure details: (1S,4S)-5-(Imidazole-1-sulfonyl)-2-oxa-5-aza-bicyclo[2.2.1]heptane was prepared in accordance with step A of the general method described in example 76 from all-(S)-(+)-2-oxa-5-aza-bicyclo[2.2.1]heptane hydrochloride and 3-(1H-imidazol-1-ylsulfonyl)-1-methyl-1H-imidazolium trifluoromethanesulfonate; MS: m/e=230.5 (M+H−). Starting materials: ClC1=NC(=NC(=C1CC(=O)OC)N(C)C)SCC1=CC=C(C=C1)[N+](=O)[O-] (methyl 2-(4-chloro-6-(dimethylamino)-2-(4-nitrobenzylthio)-pyrimidin-5-yl)acetate), [Sn](Cl)Cl (tin(II) chloride). Run in C(C)O (ethanol). The product is NC1=CC=C(CSC2=NC(=C(C(=N2)Cl)CC(=O)OC)N(C)C)C=C1 (methyl 2-(2-(4-aminobenzylthio)-4-chloro-6-(dimethylamino)-pyrimidin-5-yl)acetate). Yield: 109.1%. Reaction SMILES: [Cl:1][C:2]1[C:7]([CH2:8][C:9]([O:11][CH3:12])=[O:10])=[C:6]([N:13]([CH3:15])[CH3:14])[N:5]=[C:4]([S:16][CH2:17][C:18]2[CH:23]=[CH:22][C:21]([N+:24]([O-])=O)=[CH:20][CH:19]=2)[N:3]=1.[Sn](Cl)Cl>C(O)C>[NH2:24][C:21]1[CH:20]=[CH:19][C:18]([CH2:17][S:16][C:4]2[N:3]=[C:2]([Cl:1])[C:7]([CH2:8][C:9]([O:11][CH3:12])=[O:10])=[C:6]([N:13]([CH3:15])[CH3:14])[N:5]=2)=[CH:23][CH:22]=1. Procedure: To a suspension of 2 (1.11 g) in ethanol (25 mL0 at room temperature was added tin(II) chloride dehydrate (3.81 g) and the resulting mixture was refluxed for 2 hours. After cooling to rt, the volume was reduce by approximately half by concentration in vacuo and the remaining clear yellow solution was poured into chilled saturated sodium bicarbonate solution. The resulting white suspension was treated with EtOAc and filtered through Celite. The filtrate was allowed to separate and the aqueous lay... The reactants are NN (Hydrazine), ClC=1C=C(C=CC1)C1SCC(NC2=C1C=C(C=C2)C(C2=CN=CN2C)C2=CC=C(C=C2)Cl)=S (5-(3-chlorophenyl)-7-[(4-chlorophenyl)(1-methyl-1H-imidazol-5-yl)methyl]-1,5-dihydro-4,1-benzothiazepine-2(3H)-thione), ice water, [Na+].[Cl-] (NaCl). Solvent: C1CCOC1 (THF). Conditions: time 30 minute. The product is ClC=1C=C(C=CC1)C1SCC(=NC2=C1C=C(C=C2)C(C2=CN=CN2C)C2=CC=C(C=C2)Cl)NN (5-(3-chlorophenyl)-7-[(4-chlorophenyl)(1-methyl-1H-imidazol-5-yl)methyl]-2-hydrazino-3,5-dihydro-4,1-benzothiazepine). Yield: 71.9%. RXN SMILES: [NH2:1][NH2:2].[Cl:3][C:4]1[CH:5]=[C:6]([CH:10]2[C:16]3[CH:17]=[C:18]([CH:21]([C:28]4[CH:33]=[CH:32][C:31]([Cl:34])=[CH:30][CH:29]=4)[C:22]4[N:26]([CH3:27])[CH:25]=[N:24][CH:23]=4)[CH:19]=[CH:20][C:15]=3[NH:14][C:13](=S)[CH2:12][S:11]2)[CH:7]=[CH:8][CH:9]=1.[Na+].[Cl-]>C1COCC1>[Cl:3][C:4]1[CH:5]=[C:6]([CH:10]2[C:16]3[CH:17]=[C:18]([CH:21]([C:28]4[CH:33]=[CH:32][C:31]([Cl:34])=[CH:30][CH:29]=4)[C:22]4[N:26]([CH3:27])[CH:25]=[N:24][CH:23]=4)[CH:19]=[CH:20][C:15]=3[N:14]=[C:13]([NH:1][NH2:2])[CH2:12][S:11]2)[CH:7]=[CH:8][CH:9]=1 |f:2.3|. Reported procedure: Hydrazine (3.2 ml) was added at room temperature to a mixture of 5-(3-chlorophenyl)-7-[(4-chlorophenyl)(1-methyl-1H-imidazol-5-yl)methyl]-1,5-dihydro-4,1-benzothiazepine-2(3H)-thione (described in Example B16a) (0.0063 mol) in THF (35 ml). The mixture was stirred at room temperature for 30 min, poured out into ice water, saturated with NaCl and extracted with DCM and a small amount of methanol. The organic layer was separated, dried, filtered and the solvent was evaporated, yielding 2.3 g (71.9%... The reactants are ClCCCl, CN(C)CC(=O)O, CN(C)c1ccncc1, CN(C)C=O, O=c1[nH]nc2c3cc(CO)ccc3oc3cccc1c32. Yields the product CN(C)CC(=O)OCc1ccc2oc3cccc4c(=O)[nH]nc(c2c1)c34. Reaction SMILES: [CH2:28]([Cl:29])[CH2:30][Cl:31].[CH3:21][N:22]([CH2:23][C:24](=[O:25])[OH:26])[CH3:27].[CH3:37][N:38]([c:39]1[cH:40][cH:41][n:42][cH:43][cH:44]1)[CH3:45].[O:32]=[CH:33][N:34]([CH3:35])[CH3:36].[OH:1][CH2:2][c:3]1[cH:4][c:5]2[c:6]3[c:7]4[c:8]([cH:9][cH:10][cH:11][c:12]4[o:13][c:14]2[cH:15][cH:16]1)[c:17](=[O:20])[nH:18][n:19]3>>[O:1]([CH2:2][c:3]1[cH:4][c:5]2[c:6]3[c:7]4[c:8]([cH:9][cH:10][cH:11][c:12]4[o:13][c:14]2[cH:15][cH:16]1)[c:17](=[O:20])[nH:18][n:19]3)[C:24]([CH2:23][N:22]([CH3:21])[CH3:27])=[O:25]. The reactants are OC=1C=CC=C2C=CN(C12)CCC1=CC=C(C=C1)OCCC(OC)OC (7-hydroxy-1-{2-[4-(3,3-dimethoxy-propoxy)phenyl]ethyl}-1H-indole), C(C(C)(C)C)(=O)O[C@H]1[C@H](O[C@@H]([C@H]([C@@H]1OC(C(C)(C)C)=O)OC(C(C)(C)C)=O)COC(C(C)(C)C)=O)Br (2,3,4,6-tetra-O-pivaloyl-α-D-glucopyranosyl bromide), [OH-].[Na+] (sodium hydroxide). Reagents/catalysts: [Cl-].C(C1=CC=CC=C1)[N+](CCCC)(CCCC)CCCC (benzyltri-(n-butyl)ammonium chloride). Run in C(Cl)Cl (methylene chloride). Reaction conditions: time 2 day. Yields the product COC(CCOC1=CC=C(C=C1)CCN1C=CC2=CC=CC(=C12)O[C@H]1[C@H](OC(C(C)(C)C)=O)[C@@H](OC(C(C)(C)C)=O)[C@H](OC(C(C)(C)C)=O)[C@H](O1)COC(C(C)(C)C)=O)OC (1-{2-[4-(3,3-dimethoxypropoxy)phenyl]ethyl}-7-(2,3,4,6-tetra-O-pivaloyl-β-D-glucopyranosyloxy)-1H-indole). The yield is 27.8%. Reaction SMILES: [OH:1][C:2]1[CH:3]=[CH:4][CH:5]=[C:6]2[C:10]=1[N:9]([CH2:11][CH2:12][C:13]1[CH:18]=[CH:17][C:16]([O:19][CH2:20][CH2:21][CH:22]([O:25][CH3:26])[O:23][CH3:24])=[CH:15][CH:14]=1)[CH:8]=[CH:7]2.[C:27]([O:33][C@@H:34]1[C@@H:39]([O:40][C:41](=[O:46])[C:42]([CH3:45])([CH3:44])[CH3:43])[C@H:38]([O:47][C:48](=[O:53])[C:49]([CH3:52])([CH3:51])[CH3:50])[C@@H:37]([CH2:54][O:55][C:56](=[O:61])[C:57]([CH3:60])([CH3:59])[CH3:58])[O:36][C@@H:35]1Br)(=[O:32])[C:28]([CH3:31])([CH3:30])[CH3:29].[OH-].[Na+]>[Cl-].C([N+](CCCC)(CCCC)CCCC)C1C=CC=CC=1.C(Cl)Cl>[CH3:24][O:23][CH:22]([O:25][CH3:26])[CH2:21][CH2:20][O:19][C:16]1[CH:17]=[CH:18][C:13]([CH2:12][CH2:11][N:9]2[C:10]3[C:6](=[CH:5][CH:4]=[CH:3][C:2]=3[O:1][C@@H:35]3[O:36][C@H:37]([CH2:54][O:55][C:56](=[O:61])[C:57]([CH3:60])([CH3:59])[CH3:58])[C@@H:38]([O:47][C:48](=[O:53])[C:49]([CH3:50])([CH3:51])[CH3:52])[C@H:39]([O:40][C:41](=[O:46])[C:42]([CH3:43])([CH3:44])[CH3:45])[C@H:34]3[O:33][C:27](=[O:32])[C:28]([CH3:31])([CH3:29])[CH3:30])[CH:7]=[CH:8]2)=[CH:14][CH:15]=1 |f:2.3,4.5|. Procedure: To a mixture of 7-hydroxy-1-{2-[4-(3,3-dimethoxy-propoxy)phenyl]ethyl}-1H-indole (1.57 g), 2,3,4,6-tetra-O-pivaloyl-α-D-glucopyranosyl bromide (2.56 g) and benzyltri-(n-butyl)ammonium chloride (1.38 g) in methylene chloride (15 mL) was added 5 mol/L aqueous sodium hydroxide solution (2.7 mL), and the mixture was stirred at room temperature for 2 days. The reaction mixture was purified by column chromatography on aminopropylated silica gel (eluent: n-hexane/ethyl acetate=1/1), and purified by col...